This data is from the Open Reaction Database (ORD), a public repository of structured organic reaction records. The task is: describe an organic reaction: reactants, conditions, products, and yield Reactants: CCO, CN(C)S(=O)(=O)c1cccc([N+](=O)[O-])c1, Cl[Sn]Cl. Product: CN(C)S(=O)(=O)c1cccc(N)c1. As a reaction SMILES: [CH3:19][CH2:20][OH:21].[CH3:1][N:2]([S:3](=[O:4])(=[O:5])[c:6]1[cH:7][c:8]([N+:12]([O-:13])=[O:14])[cH:9][cH:10][cH:11]1)[CH3:15].[Sn:16]([Cl:17])[Cl:18]>>[CH3:1][N:2]([S:3](=[O:4])(=[O:5])[c:6]1[cH:7][c:8]([NH2:12])[cH:9][cH:10][cH:11]1)[CH3:15]. The reactants are Brc1ccc(C23C=CCN(CC2)C3)cn1, CO, O=[Pt]. As a reaction SMILES: [Br:1][c:2]1[n:3][cH:4][c:5]([C:8]23[CH:9]=[CH:10][CH2:11][N:12]([CH2:13][CH2:14]2)[CH2:15]3)[cH:6][cH:7]1.[CH3:18][OH:19].[Pt:16]=[O:17]>>[Br:1][c:2]1[n:3][cH:4][c:5]([C:8]23[CH2:9][CH2:10][CH2:11][N:12]([CH2:13][CH2:14]2)[CH2:15]3)[cH:6][cH:7]1. Yields the product Brc1ccc(C23CCCN(CC2)C3)cn1. Starting materials: NC1=C(C=C(C=C1C(F)(F)F)C(CBr)=O)Cl (1-[4-Amino-3-chloro-5-(trifluoromethyl)phenyl]-2-bromoethanone), C1(=CC=CC=C1)CCOCCCCCNCC1=CC=CC=C1 (N-[5-(2-phenylethoxy)pentyl]benzenemethanamine), C(C)(C)N(C(C)C)CC (N,N-diisopropylethylamine). The solvent is O1CCCC1 (tetrahydrofuran). Run at time 8 hour. Yields the product NC1=C(C=C(C=C1C(F)(F)F)C(O)CN(CC1=CC=CC=C1)CCCCCOCCC1=CC=CC=C1)Cl (4-Amino-3-chloro-α-[[[5-(2-phenylethoxy)pentyl](phenylmethyl)amino]methyl]-5-(trifluoromethyl)benzenemethanol). The yield is 53.8%. RXN SMILES: [NH2:1][C:2]1[C:7]([C:8]([F:11])([F:10])[F:9])=[CH:6][C:5]([C:12](=[O:15])[CH2:13]Br)=[CH:4][C:3]=1[Cl:16].[C:17]1([CH2:23][CH2:24][O:25][CH2:26][CH2:27][CH2:28][CH2:29][CH2:30][NH:31][CH2:32][C:33]2[CH:38]=[CH:37][CH:36]=[CH:35][CH:34]=2)[CH:22]=[CH:21][CH:20]=[CH:19][CH:18]=1.C(N(CC)C(C)C)(C)C>O1CCCC1>[NH2:1][C:2]1[C:7]([C:8]([F:11])([F:10])[F:9])=[CH:6][C:5]([CH:12]([CH2:13][N:31]([CH2:30][CH2:29][CH2:28][CH2:27][CH2:26][O:25][CH2:24][CH2:23][C:17]2[CH:18]=[CH:19][CH:20]=[CH:21][CH:22]=2)[CH2:32][C:33]2[CH:38]=[CH:37][CH:36]=[CH:35][CH:34]=2)[OH:15])=[CH:4][C:3]=1[Cl:16]. Reported procedure: 1-[4-Amino-3-chloro-5-(trifluoromethyl)phenyl]-2-bromoethanone (0.55 g), N-[5-(2-phenylethoxy)pentyl]benzenemethanamine (0.52 g) and N,N-diisopropylethylamine (0.25 g) were stirred in tetrahydrofuran (15 ml) at room temperature under nitrogen for 40 h. The mixture was filtered and the filtrate evaporated in vacuo. The residue was dissolved in methanol (20 ml) and sodium borohydride (0.18 g) was added portionwise to the stirred solution at 0° under nitrogen. The mixture was left to stand at room ... Reactants: C1(CC1)CC1(CCN(CC1)C(=O)OC(C)(C)C)C(=O)OCC (1-tert-butyl 4-ethyl 4-(cyclopropylmethyl)piperidine-1,4-dicarboxylate), Cl (HCl). Solvent: O1CCOCC1 (dioxane), O1CCOCC1 (dioxane). The product is Cl.C(C)OC(=O)C1(CCNCC1)CC1CC1 (4-Cyclopropylmethyl-piperidine-4-carboxylic acid ethyl ester, hydrochloride). As a reaction SMILES: [CH:1]1([CH2:4][C:5]2([C:18]([O:20][CH2:21][CH3:22])=[O:19])[CH2:10][CH2:9][N:8](C(OC(C)(C)C)=O)[CH2:7][CH2:6]2)[CH2:3][CH2:2]1.[ClH:23]>O1CCOCC1>[ClH:23].[CH2:21]([O:20][C:18]([C:5]1([CH2:4][CH:1]2[CH2:2][CH2:3]2)[CH2:6][CH2:7][NH:8][CH2:9][CH2:10]1)=[O:19])[CH3:22] |f:3.4|. Procedure: A mixture of 0.5 g (1.6 mmol) 1-tert-butyl 4-ethyl 4-(cyclopropylmethyl)piperidine-1,4-dicarboxylate (commercially available) in 20 mL dioxane was treated with 4 mL 4N HCl in dioxane and stirred at room temperature over night. The mixture was evaporated to dryness and used without further purification in the consecutive step. The reactants are O=C1N(C(C2=CC=CC=C12)=O)C[C@H](CC1=C(C=CC=C1)C(F)(F)F)NC(C1=CC(=C(C=C1)C1=CC=NN1C)F)=O (N-((1S)-2-(1,3-dioxo-1,3-dihydro-2H-isoindol-2-yl)-1-{[2-(trifluoromethyl)phenyl]methyl}ethyl)-3-fluoro-4-(1-methyl-1H-pyrazol-5-yl)benzamide), NN (hydrazine). The solvent is CO.C1CCOC1 (MeOH THF). Run at time 18 hour. Product: NC[C@H](CC1=C(C=CC=C1)C(F)(F)F)NC(C1=CC(=C(C=C1)C1=CC=NN1C)F)=O (N-((1S)-2-amino-1-{[2-(trifluoromethyl)phenyl]methyl}ethyl)-3-fluoro-4-(1-methyl-1H-pyrazol-5-yl)benzamide). As a reaction SMILES: O=C1C2C(=CC=CC=2)C(=O)[N:3]1[CH2:12][C@@H:13]([NH:25][C:26](=[O:40])[C:27]1[CH:32]=[CH:31][C:30]([C:33]2[N:37]([CH3:38])[N:36]=[CH:35][CH:34]=2)=[C:29]([F:39])[CH:28]=1)[CH2:14][C:15]1[CH:20]=[CH:19][CH:18]=[CH:17][C:16]=1[C:21]([F:24])([F:23])[F:22].NN>CO.C1COCC1>[NH2:3][CH2:12][C@@H:13]([NH:25][C:26](=[O:40])[C:27]1[CH:32]=[CH:31][C:30]([C:33]2[N:37]([CH3:38])[N:36]=[CH:35][CH:34]=2)=[C:29]([F:39])[CH:28]=1)[CH2:14][C:15]1[CH:20]=[CH:19][CH:18]=[CH:17][C:16]=1[C:21]([F:24])([F:23])[F:22] |f:2.3|. Procedure details: To a solution of N-((1S)-2-(1,3-dioxo-1,3-dihydro-2H-isoindol-2-yl)-1-{[2-(trifluoromethyl)phenyl]methyl}ethyl)-3-fluoro-4-(1-methyl-1H-pyrazol-5-yl)benzamide (112 mg, 0.2 mmol) in MeOH/THF (2 mL, 1:1) at RT was added hydrazine (0.12 mL, 3.93 mmol). After stirring for 18 h at RT, the reaction solution was concentrated under vacuum and purified via column chromatography (silica, 3% MeOH in DCM (1% NH4OH)) yielding the title compound. Starting materials: BrC=1C=CC(=C(CN(CC)C2=NC=C(C=C2)C(=O)O)C1)OCC1=CC=CC=C1 (2-[N-(5-bromo-2-benzyloxybenzyl)-N-ethylamino]pyridine-5-carboxylic acid), BrC=1C=CC(=C(CN(CC)C2=NC=C(C=C2)C(=O)O)C1)OCC1=CC=CC=C1 (2-[N-(5-bromo-2-benzyloxybenzyl)-N-ethylamino]pyridine-5-carboxylic acid), 1,1-carbonyldiimidazole, N (ammonia). The solvent is CN(C)C=O (DMF). Conditions: time 18 hour. Product: BrC=1C=CC(=C(CN(CC)C2=NC=C(C=C2)C(=O)N)C1)OCC1=CC=CC=C1 (2-[N-(5-bromo-2-benzyloxybenzyl)-N-ethylamino]pyridine-5-carboxamide). RXN SMILES: [Br:1][C:2]1[CH:3]=[CH:4][C:5]([O:21][CH2:22][C:23]2[CH:28]=[CH:27][CH:26]=[CH:25][CH:24]=2)=[C:6]([CH:20]=1)[CH2:7][N:8]([C:11]1[CH:16]=[CH:15][C:14]([C:17]([OH:19])=O)=[CH:13][N:12]=1)[CH2:9][CH3:10].[NH3:29]>CN(C=O)C>[Br:1][C:2]1[CH:3]=[CH:4][C:5]([O:21][CH2:22][C:23]2[CH:28]=[CH:27][CH:26]=[CH:25][CH:24]=2)=[C:6]([CH:20]=1)[CH2:7][N:8]([C:11]1[CH:16]=[CH:15][C:14]([C:17]([NH2:29])=[O:19])=[CH:13][N:12]=1)[CH2:9][CH3:10]. Reported procedure: A mixture of 2-[N-(5-bromo-2-benzyloxybenzyl)-N-ethylamino]pyridine-5-carboxylic acid (1.4 g) [table 1a, compound 2] and 1,1-carbonyldiimidazole (0.62 g) were heated in DMF at 55° C. for 3 hours. The mixture was cooled to ambient temperature, aqueous ammonia (20 ml) was added and the mixture was stirred for 18 hours. The solvent was evaporated and the residue purified by MPLC eluting with methanol: dichloromethane (5:95) to give 2-[N-(5-bromo-2-benzyloxybenzyl)-N-ethylamino]pyridine-5-carboxamid... Starting materials: [Cl-].[Zn+2].[Cl-] (zinc chloride), [Cl-].[Zn+2].[Cl-] (zinc chloride), complex, N1=CC(=CC=C1)COC(NC1=CC=C(C=C1)C#N)=S (3-pyridylmethyl-N-(4-cyanophenyl)thiocarbamate). Solvent: COCCO (methyl cellosolve), COCCO (methyl cellosolve). Run at time 18 hour. Product: [Cl-].[Zn+2].C(#N)C1=CC=C(C=C1)NC(OCC=1C=NC=CC1)=S.[Cl-] (3-pyridylmethyl N-(4-cyanophenyl)thiocarbamate zinc chloride). As a reaction SMILES: [Cl-:1].[Zn+2:2].[Cl-].[N:4]1[CH:9]=[CH:8][CH:7]=[C:6]([CH2:10][O:11][C:12](=[S:22])[NH:13][C:14]2[CH:19]=[CH:18][C:17]([C:20]#[N:21])=[CH:16][CH:15]=2)[CH:5]=1>COCCO>[Cl-:1].[Zn+2:2].[C:20]([C:17]1[CH:18]=[CH:19][C:14]([NH:13][C:12](=[S:22])[O:11][CH2:10][C:6]2[CH:5]=[N:4][CH:9]=[CH:8][CH:7]=2)=[CH:15][CH:16]=1)#[N:21].[Cl-:1] |f:0.1.2,5.6.7.8|. Procedure details: The zinc chloride metal salt complex of Example I is made by dissolving 3-pyridylmethyl-N-(4-cyanophenyl)thiocarbamate (2.69 g., 0.01 mole) in 75 ml. of methyl cellosolve and adding to this stirred solution; a solution of zinc chloride (0.68 g., 0.005 mole) in 10 ml. of methyl cellosolve. The resulting solution is stirred at room temperature for 18 hours. The solvent is removed in vacuo and the residue is slurried in 30 ml. of methanol and collected on a filter to give 2.5 g. melting at 174°-5° ... The yield is 33.2%. Product: C(#N)C=1C=C(COC=2C(=NC(=C(C(=O)NC3=CC=C(C=C3)C#N)C2)C2CC2)C)C=CC1 (5-(3-Cyano-benzyloxy)-N-(4-cyano-phenyl)-2-cyclopropyl-6-methyl-nicotinamide). Reported procedure: The amide coupling of 5-(3-cyano-benzyloxy)-2-cyclopropyl-6-methyl-nicotinic acid (185) (230 mg, 0.7 mmol) and 4-amino-benzonitrile (106 mg, 0.9 mmol), as described in Example 67, gave 5-(3-cyano-benzyloxy)-N-(4-cyano-phenyl)-2-cyclopropyl-6-methyl-nicotinamide (186) (95 mg, 27% yield). Reaction SMILES: [C:1]([C:3]1[CH:4]=[C:5]([CH:21]=[CH:22][CH:23]=1)[CH2:6][O:7][C:8]1[C:9]([CH3:20])=[N:10][C:11]([CH:17]2[CH2:19][CH2:18]2)=[C:12]([CH:16]=1)[C:13](O)=[O:14])#[N:2].[NH2:24][C:25]1[CH:32]=[CH:31][C:28]([C:29]#[N:30])=[CH:27][CH:26]=1>>[C:1]([C:3]1[CH:4]=[C:5]([CH:21]=[CH:22][CH:23]=1)[CH2:6][O:7][C:8]1[C:9]([CH3:20])=[N:10][C:11]([CH:17]2[CH2:19][CH2:18]2)=[C:12]([CH:16]=1)[C:13]([NH:24][C:25]1[CH:32]=[CH:31][C:28]([C:29]#[N:30])=[CH:27][CH:26]=1)=[O:14])#[N:2]. Reactants: amide, C(#N)C=1C=C(COC=2C(=NC(=C(C(=O)O)C2)C2CC2)C)C=CC1 (5-(3-Cyano-benzyloxy)-2-cyclopropyl-6-methyl-nicotinic acid), NC1=CC=C(C#N)C=C1 (4-amino-benzonitrile). RXN SMILES: [C:8]([O:9][C:10](=[O:11])[N:15]1[CH2:16][CH2:17][N:18]([C:21](=[O:22])[c:23]2[n:24][n:25](-[c:34]3[cH:35][n:36][c:37]([O:40][CH3:41])[cH:38][cH:39]3)[c:26](-[c:28]3[cH:29][cH:30][cH:31][cH:32][cH:33]3)[cH:27]2)[CH2:19][CH2:20]1)([CH3:12])([CH3:13])[CH3:14].[CH2:42]([Cl:43])[Cl:44].[OH:1][C:2]([C:3]([F:4])([F:5])[F:6])=[O:7]>>[NH:15]1[CH2:16][CH2:17][N:18]([C:21](=[O:22])[c:23]2[n:24][n:25](-[c:34]3[cH:35][n:36][c:37]([O:40][CH3:41])[cH:38][cH:39]3)[c:26](-[c:28]3[cH:29][cH:30][cH:31][cH:32][cH:33]3)[cH:27]2)[CH2:19][CH2:20]1. Product: COc1ccc(-n2nc(C(=O)N3CCNCC3)cc2-c2ccccc2)cn1. Reactants: COc1ccc(-n2nc(C(=O)N3CCN(C(=O)OC(C)(C)C)CC3)cc2-c2ccccc2)cn1, ClCCl, O=C(O)C(F)(F)F.